This data is from the Open Reaction Database (ORD), a public repository of structured organic reaction records. The task is: describe an organic reaction: reactants, conditions, products, and yield Starting materials: CCOC(C)=O, COc1cccc(Sc2sc(CN(C)C(=O)OC(C)(C)C)cc2-c2ccccc2F)c1, [Na+], [Na+], O=C(OO)c1cccc(Cl)c1, O=S([O-])([O-])=S. The product is COc1cccc(S(=O)c2sc(CN(C)C(=O)OC(C)(C)C)cc2-c2ccccc2F)c1. Reaction SMILES: [CH3:50][CH2:51][O:52][C:53](=[O:54])[CH3:55].[F:1][c:2]1[c:3](-[c:8]2[cH:9][c:10]([CH2:22][N:23]([C:24]([O:25][C:26]([CH3:27])([CH3:28])[CH3:29])=[O:30])[CH3:31])[s:11][c:12]2[S:13][c:14]2[cH:15][c:16]([O:20][CH3:21])[cH:17][cH:18][cH:19]2)[cH:4][cH:5][cH:6][cH:7]1.[Na+:48].[Na+:49].[OH:32][O:33][C:34]([c:35]1[cH:36][c:37]([Cl:38])[cH:39][cH:40][cH:41]1)=[O:42].[S:43]([O-:44])([O-:45])(=[O:46])=[S:47]>>[F:1][c:2]1[c:3](-[c:8]2[cH:9][c:10]([CH2:22][N:23]([C:24]([O:25][C:26]([CH3:27])([CH3:28])[CH3:29])=[O:30])[CH3:31])[s:11][c:12]2[S:13]([c:14]2[cH:15][c:16]([O:20][CH3:21])[cH:17][cH:18][cH:19]2)=[O:32])[cH:4][cH:5][cH:6][cH:7]1. Reactants: O.O.C(CC(O)(C(=O)[O-])CC(=O)[O-])(=O)[O-].[Na+].[Na+].[Na+] (trisodium citrate dihydrate), [OH-].[Mg+2].[OH-] (magnesium hydroxide). Solvent: O (water). Product: C(CC(O)(C(=O)[O-])CC(=O)[O-])(=O)[O-].[Mg+2].C(CC(O)(C(=O)[O-])CC(=O)[O-])(=O)[O-].[Mg+2].[Mg+2] (magnesium citrate). Reaction SMILES: O.O.[C:3]([O-:15])(=[O:14])[CH2:4][C:5]([CH2:10][C:11]([O-:13])=[O:12])([C:7]([O-:9])=[O:8])[OH:6].[Na+].[Na+].[Na+].[OH-].[Mg+2:20].[OH-]>O>[C:3]([O-:15])(=[O:14])[CH2:4][C:5]([CH2:10][C:11]([O-:13])=[O:12])([C:7]([O-:9])=[O:8])[OH:6].[Mg+2:20].[C:3]([O-:15])(=[O:14])[CH2:4][C:5]([CH2:10][C:11]([O-:13])=[O:12])([C:7]([O-:9])=[O:8])[OH:6].[Mg+2:20].[Mg+2:20] |f:0.1.2.3.4.5,6.7.8,10.11.12.13.14|. Reported procedure: A powdered blend mixture was prepared containing about 17.7% trisodium citrate dihydrate and 8.2% magnesium hydroxide (which can react in water to form a magnesium citrate which acts in part as compound A), along with 21.2% ammonium phosphate monobasic and 5.9% ammonium phosphate dibasic (which can act as compound B), 6.0% yeast extract, and 41% whey by mixing the ingredients in a tumbler bin to produce 3,000 pounds of product. After preparation, the powder was added to stirred water (75 pounds/... The reactants are FC(C=1C=C(C=C(C1)C(F)(F)F)[C@@H]1[C@@H](N(C(O1)=O)CC1=NC(=NC=C1C=1C=C(C=NC1OC)C1=C(C=C(C(=O)OC)C=C1C)C)SC)C)(F)F (Methyl 4-{5-[4-({(4S,5R)-5-[3,5-bis(trifluoromethyl)phenyl]-4-methyl-2-oxo-1,3-oxazolidin-3-yl}methyl)-2-(methylthio)pyrimidin-5-yl]-6-methoxypyridin-3-yl}-3,5-dimethylbenzoate), INTERMEDIATE 34, FC(C=1C=C(C=C(C1)C(F)(F)F)[C@@H]1[C@@H](N(C(O1)=O)CC1=NC(=NC=C1B1OC(C(O1)(C)C)(C)C)SC)C)(F)F ((4S,5R)-5-[3,5-bis(trifluoromethyl)phenyl]-4-methyl-3-{[2-(methylsulfanyl)-5-(4,4,5,5-tetramethyl-1,3,2-dioxaborolan-2-yl)pyrimidin-4-yl]methyl}-1,3-oxazolidin-2-one). Reported procedure: INTERMEDIATE 45 was prepared similarly to INTERMEDIATE 43 by combining INTERMEDIATE 21 and INTERMEDIATE 34 to give the title compound. 1H NMR (CDCl3, 500 MHz): δ 8.38 (s, 1H), 8.26 (d, 1H), 7.98 (s, 1H), 7.93 (d, 1H), 7.88 (s, 1H), 7.74 (s, 2H), 7.51 (d, 1H), 7.32 (d, 1H), 5.71 (d, 1H), 4.82 (d, 1H), 4.43 (br, 1H), 4.10 (m, 1H), 4.01 (s, 3H), 3.93 (s, 3H), 2.62 (s, 3H), 2.38 (s, 3H), 0.75 (d, 3H). Reaction SMILES: [F:1][C:2]([F:50])([F:49])[C:3]1[CH:4]=[C:5]([C@H:13]2[O:17][C:16](=[O:18])[N:15]([CH2:19][C:20]3[C:25]([C:26]4[CH:27]=[C:28]([C:34]5[C:43](C)=[CH:42][C:37]([C:38]([O:40][CH3:41])=[O:39])=[CH:36][C:35]=5[CH3:45])[CH:29]=[N:30][C:31]=4[O:32][CH3:33])=[CH:24][N:23]=[C:22]([S:46][CH3:47])[N:21]=3)[C@H:14]2[CH3:48])[CH:6]=[C:7]([C:9]([F:12])([F:11])[F:10])[CH:8]=1.FC(F)(F)C1C=C([C@H]2OC(=O)N(CC3C(B4OC(C)(C)C(C)(C)O4)=CN=C(SC)N=3)[C@H]2C)C=C(C(F)(F)F)C=1>>[F:50][C:2]([F:1])([F:49])[C:3]1[CH:4]=[C:5]([C@H:13]2[O:17][C:16](=[O:18])[N:15]([CH2:19][C:20]3[C:25]([C:26]4[CH:27]=[C:28]([C:34]5[CH:43]=[CH:42][C:37]([C:38]([O:40][CH3:41])=[O:39])=[CH:36][C:35]=5[CH3:45])[CH:29]=[N:30][C:31]=4[O:32][CH3:33])=[CH:24][N:23]=[C:22]([S:46][CH3:47])[N:21]=3)[C@H:14]2[CH3:48])[CH:6]=[C:7]([C:9]([F:12])([F:11])[F:10])[CH:8]=1. Product: INTERMEDIATE 45, FC(C=1C=C(C=C(C1)C(F)(F)F)[C@@H]1[C@@H](N(C(O1)=O)CC1=NC(=NC=C1C=1C=C(C=NC1OC)C1=C(C=C(C(=O)OC)C=C1)C)SC)C)(F)F (Methyl 4-{5-[4-({(4S,5R)-5-[3,5-bis(trifluoromethyl)phenyl]-4-methyl-2-oxo-1,3-oxazolidin-3-yl}methyl)-2-(methylsulfanyl)pyrimidin-5-yl]-6-methoxypyridin-3-yl}-3-methylbenzoate). Reactants: ClCC(=O)NC1=CC=C(C(=O)N)C=C1 (4-(2-chloroacetamido)benzamide), N1CCC(CC1)NC(OC(C)(C)C)=O (tert-butyl piperidin-4-ylcarbamate), C1CCC2=NCCCN2CC1 (DBU). The solvent is C(C)#N (ACN). Yields the product C(N)(=O)C1=CC=C(C=C1)NC(CN1CCC(CC1)NC(OC(C)(C)C)=O)=O (tert-butyl 1-(2-(4-carbamoylphenylamino)-2-oxoethyl)piperidin-4-ylcarbamate). As a reaction SMILES: Cl[CH2:2][C:3]([NH:5][C:6]1[CH:14]=[CH:13][C:9]([C:10]([NH2:12])=[O:11])=[CH:8][CH:7]=1)=[O:4].[NH:15]1[CH2:20][CH2:19][CH:18]([NH:21][C:22](=[O:28])[O:23][C:24]([CH3:27])([CH3:26])[CH3:25])[CH2:17][CH2:16]1.C1CCN2C(=NCCC2)CC1>C(#N)C>[C:10]([C:9]1[CH:13]=[CH:14][C:6]([NH:5][C:3](=[O:4])[CH2:2][N:15]2[CH2:16][CH2:17][CH:18]([NH:21][C:22](=[O:28])[O:23][C:24]([CH3:26])([CH3:25])[CH3:27])[CH2:19][CH2:20]2)=[CH:7][CH:8]=1)(=[O:11])[NH2:12]. Procedure details: A mixture of 4-(2-chloroacetamido)benzamide (0.57 g; 2.68 mmol), tert-butyl piperidin-4-ylcarbamate (0.55 g; 2.68 mmol) and DBU (0.40 mL; 2.68 mmol) in ACN (30 mL) is stirred at r.t. over night. Then the solvent is evaporated and the residue is dissolved in DCM. The solution is washed once with water, then with brine. The organic layer is dried and the solvent is evaporated. The residue is suspended in ether, filtered off with suction and dried to yield tert-butyl 1-(2-(4-carbamoylphenylamino)-2... The reactants are O (Water), BrC=1C=C2C(=C(N(C(C2=CC1)=O)CC1=CC=C(C=C1)S(=O)(=O)C)C=O)C1=CC=CC=C1 (6-bromo-2-(4-methanesulfonylbenzyl)-1-oxo-4-phenyl-1,2-dihydroisoquinoline-3-carbaldehyde), C(C1=CC=CC=C1)[Mg]Cl (benzylmagnesium chloride), C1CCOC1 (THF), C1CCOC1 (THF). Conditions: time 10 minute. Yields the product BrC=1C=C2C(=C(N(C(C2=CC1)=O)CC1=CC=C(C=C1)S(=O)(=O)CC)C(CC1=CC=CC=C1)O)C1=CC=CC=C1 (6-bromo-3-(1-hydroxy-2-phenylethyl)-2-(4-ethanesulfonylbenzyl)-4-phenyl-2H-isoquinolin-1-one). RXN SMILES: [Br:1][C:2]1[CH:3]=[C:4]2[C:9](=[CH:10][CH:11]=1)[C:8](=[O:12])[N:7]([CH2:13][C:14]1[CH:19]=[CH:18][C:17]([S:20]([CH3:23])(=[O:22])=[O:21])=[CH:16][CH:15]=1)[C:6]([CH:24]=[O:25])=[C:5]2[C:26]1[CH:31]=[CH:30][CH:29]=[CH:28][CH:27]=1.[CH2:32]([Mg]Cl)[C:33]1[CH:38]=[CH:37][CH:36]=[CH:35][CH:34]=1.O.[CH2:42]1COCC1>>[Br:1][C:2]1[CH:3]=[C:4]2[C:9](=[CH:10][CH:11]=1)[C:8](=[O:12])[N:7]([CH2:13][C:14]1[CH:15]=[CH:16][C:17]([S:20]([CH2:23][CH3:42])(=[O:21])=[O:22])=[CH:18][CH:19]=1)[C:6]([CH:24]([OH:25])[CH2:32][C:33]1[CH:38]=[CH:37][CH:36]=[CH:35][CH:34]=1)=[C:5]2[C:26]1[CH:27]=[CH:28][CH:29]=[CH:30][CH:31]=1. Procedure: To a solution (5 ml) of 6-bromo-2-(4-methanesulfonylbenzyl)-1-oxo-4-phenyl-1,2-dihydroisoquinoline-3-carbaldehyde (500 mg) in THF was added dropwise a solution (1M, 1.2 ml) of benzylmagnesium chloride in THF at room temperature, and the mixture was stirred for 10 min. Water was added to the reaction mixture and the mixture was extracted with ethyl acetate. The organic layer was washed with water and saturated brine, and dried over anhydrous sodium sulfate. The solvent was evaporated under reduce... Reported procedure: When it was sought to isomerize limonene to terpinolene using orthotitanic acid as a catalyst in undiluted limonene, it was found that the reaction was wildly exothermic to 215 degrees C. yielding principally p-cymene. The use of a hydrocarbon solvent, e.g., heptane was found to hold the temperature to 105 degrees C. However, after a few hours, few diene components were found, with mostly dimers and higher polymers being obtained. It was then decided to utilize a material normally regarded as a ... Reaction SMILES: [CH3:1][C:2]1[CH2:7][CH2:6][C@@H:5]([C:8]([CH3:10])=[CH2:9])[CH2:4][CH:3]=1>CC1CCC(=C(C)C)CC=1>[CH3:1][C:2]1[CH:3]=[CH:4][C:5]([CH:8]([CH3:10])[CH3:9])=[CH:6][CH:7]=1. Yields the product CC=1C=CC(=CC1)C(C)C (p-cymene). Reagents/catalysts: CC1=CCC(=C(C)C)CC1 (terpinolene). Reactants: CC1=CC[C@@H](CC1)C(=C)C (limonene), CC1=CC[C@@H](CC1)C(=C)C (limonene). RXN SMILES: [CH3:30][OH:31].[Cl:1][c:2]1[n:3][c:4]([C:9](=[O:10])[NH:11][CH:12]2[CH2:13][N:14]([c:16]3[s:17][c:18]([C:23](=[O:24])[O:25][CH3:26])[c:19]([CH2:21][CH3:22])[n:20]3)[CH2:15]2)[nH:5][c:6]1[CH2:7][CH3:8].[Li+:27].[OH-:28].[OH2:29]>>[Cl:1][c:2]1[n:3][c:4]([C:9](=[O:10])[NH:11][CH:12]2[CH2:13][N:14]([c:16]3[s:17][c:18]([C:23](=[O:24])[OH:25])[c:19]([CH2:21][CH3:22])[n:20]3)[CH2:15]2)[nH:5][c:6]1[CH2:7][CH3:8]. The product is CCc1nc(N2CC(NC(=O)c3nc(Cl)c(CC)[nH]3)C2)sc1C(=O)O. Reactants: CO, CCc1nc(N2CC(NC(=O)c3nc(Cl)c(CC)[nH]3)C2)sc1C(=O)OC, [Li+], [OH-], O.